Dataset: the Open Reaction Database (ORD), a public repository of structured organic reaction records. Task: describe an organic reaction: reactants, conditions, products, and yield Product: [Br-].O[C@H]1C[N+]2(CCC1CC2)CC(NC2=NC=CN=C2)=O ((R)-3-Hydroxy-1-(pyrazin-2-ylcarbamoylmethyl)-1-azonia-bicyclo[2.2.2]octane bromide). The reactants are [Br-].O[C@H]1C[N+]2(CCC1CC2)CC(NC2=NOC=C2)=O ((R)-3-hydroxy-1-(isoxazol-3-ylcarbamoylmethyl)-1-azonia-bicyclo[2.2.2]octane bromide), [Br-].O[C@H]1C[N+]2(CCC1CC2)CC(NC2=NOC=C2)=O ((R)-3-hydroxy-1-(isoxazol-3-ylcarbamoylmethyl)-1-azonia-bicyclo[2.2.2]octane bromide), BrCC(=O)NC1=NC=CN=C1 (2-bromo-N-pyrazin-2-yl-acetamide). Reaction SMILES: [Br-].[OH:2][C@@H:3]1[CH:8]2[CH2:9][CH2:10][N+:5]([CH2:11][C:12](=[O:19])[NH:13][C:14]3[CH:18]=CO[N:15]=3)([CH2:6][CH2:7]2)[CH2:4]1.[Br:20][CH2:21][C:22]([NH:24]C1C=NC=CN=1)=O>>[Br-:20].[OH:2][C@@H:3]1[CH:8]2[CH2:7][CH2:6][N+:5]([CH2:11][C:12](=[O:19])[NH:13][C:14]3[CH:18]=[N:24][CH:22]=[CH:21][N:15]=3)([CH2:10][CH2:9]2)[CH2:4]1 |f:0.1,3.4|. Reported procedure: This compound is prepared by an analogous method to (R)-3-hydroxy-1-(isoxazol-3-ylcarbamoylmethyl)-1-azonia-bicyclo[2.2.2]octane bromide (Intermediate A) by replacing 2-bromo-N-isoxazol-3-yl-acetamide with 2-bromo-N-pyrazin-2-yl-acetamide [H(i)]. The reactants are [Mg] (magnesium), CuBr, COC=C=C (methoxyallene), BrC(C)Br (dibromoethane), BrC1=CC=2C(CCC(C2C=C1)(C)C)(C)C (2-bromo-5,6,7,8-tetrahydro-5,5,8,8-tetramethylnaphthalene), [Cl-].[NH4+] (ammonium chloride). The solvent is C1CCOC1 (THF), C1CCOC1 (THF). Reaction conditions: temperature 50 celsius, time 2 hour. Yields the product CC1(C=2C=CC(=CC2C(CC1)(C)C)CC#C)C (3-(5,6,7,8-Tetrahydro-5,5,8,8-tetramethyl-2-naphthyl)-1-propyne). Isolated yield 46.5%. As a reaction SMILES: [Mg].BrC(Br)C.Br[C:7]1[CH:16]=[CH:15][C:14]2[C:13]([CH3:18])([CH3:17])[CH2:12][CH2:11][C:10]([CH3:20])([CH3:19])[C:9]=2[CH:8]=1.CO[CH:23]=[C:24]=[CH2:25].[Cl-].[NH4+]>C1COCC1>[CH3:17][C:13]1([CH3:18])[CH2:12][CH2:11][C:10]([CH3:20])([CH3:19])[C:9]2[CH:8]=[C:7]([CH2:25][C:24]#[CH:23])[CH:16]=[CH:15][C:14]1=2 |f:4.5|. Procedure details: 20 g (0.82 mol) of magnesium activated with 0.1 ml of dibromoethane are introduced into a four litre reactor under a stream of nitrogen. A solution of 200 g (0.75 mol) of 2-bromo-5,6,7,8-tetrahydro-5,5,8,8-tetramethylnaphthalene is added dropwise so as to maintain the reflux of the THF and the mixture is stirred at 50° C. for two hours. The reaction medium is then cooled to −5° C. and 1.2 g (8.2 mmol) of CuBr are added and a solution of 58 g (0.82 mol) of methoxyallene in 100 ml of THF is introd... Starting materials: CNC(C)(C)C (N,2-dimethylpropan-2-amine), CN(C)C(=[N+](C)C)ON1C2=C(C=CC=C2)N=N1.[B-](F)(F)(F)F (TBTU), CCN(C(C)C)C(C)C (DIEA), C1(CC1)C=1C=CC(=NC1OCC1CC1)C(=O)O (5-cyclopropyl-6-cyclopropylmethoxy-pyridine-2-carboxylic acid). Yields the product C(C)(C)(C)N(C(=O)C1=NC(=C(C=C1)C1CC1)OCC1CC1)C (5-Cyclopropyl-6-cyclopropylmethoxy-pyridine-2-carboxylic acid tert-butyl-methyl-amide). Reaction SMILES: [CH:1]1([C:4]2[CH:5]=[CH:6][C:7]([C:15]([OH:17])=O)=[N:8][C:9]=2[O:10][CH2:11][CH:12]2[CH2:14][CH2:13]2)[CH2:3][CH2:2]1.[CH3:18][NH:19][C:20]([CH3:23])([CH3:22])[CH3:21].CN(C(ON1N=NC2C=CC=CC1=2)=[N+](C)C)C.[B-](F)(F)(F)F.CCN(C(C)C)C(C)C>>[C:20]([N:19]([CH3:18])[C:15]([C:7]1[CH:6]=[CH:5][C:4]([CH:1]2[CH2:2][CH2:3]2)=[C:9]([O:10][CH2:11][CH:12]2[CH2:13][CH2:14]2)[N:8]=1)=[O:17])([CH3:23])([CH3:22])[CH3:21] |f:2.3|. Procedure: In analogy to the procedure described in Example 47 b), 5-cyclopropyl-6-cyclopropylmethoxy-pyridine-2-carboxylic acid was reacted with N,2-dimethylpropan-2-amine (CAN 94896-77-2) in the presence of TBTU and DIEA to give the title compound as colorless oil; MS (EI): m/e=303.4 [MH+]. The reactants are C1(CCCC1)OC([C@H](COC(C)(C)C)NC(=O)OCC1=CC=CC=C1)=O ((S)-2-benzyloxycarbonylamino-3-tert-butoxy-propionic acid cyclopentyl ester), C(C)(C)(C)OC(=O)N[C@H](C(=O)O)C1CCCCC1 ((S)-tert-butoxycarbonylamino-cyclohexyl acetic acid). The product is C1(CCCC1)OC([C@H](C1CCCCC1)NC(=O)OC(C)(C)C)=O ((S)-tert-Butoxycarbonylamino-cyclohexyl-acetic Acid Cyclopentyl Ester). As a reaction SMILES: [CH:1]1(OC(=O)[C@@H](NC(OCC2C=CC=CC=2)=O)COC(C)(C)C)[CH2:5][CH2:4][CH2:3][CH2:2]1.[C:27]([O:31][C:32]([NH:34][C@@H:35]([CH:39]1[CH2:44][CH2:43][CH2:42][CH2:41][CH2:40]1)[C:36]([OH:38])=[O:37])=[O:33])([CH3:30])([CH3:29])[CH3:28]>>[CH:1]1([O:37][C:36](=[O:38])[C@@H:35]([NH:34][C:32]([O:31][C:27]([CH3:30])([CH3:28])[CH3:29])=[O:33])[CH:39]2[CH2:44][CH2:43][CH2:42][CH2:41][CH2:40]2)[CH2:5][CH2:4][CH2:3][CH2:2]1. Reported procedure: This was prepared in the same manner as (S)-2-benzyloxycarbonylamino-3-tert-butoxy-propionic acid cyclopentyl ester (Method A, Stage 1) but from (S)-tert-butoxycarbonylamino-cyclohexyl acetic acid. 1H NMR (300 MHz, CDCl3), δ: 1.00-1.40 (10H, m, CH×10), 1.45 (9H, s, C(CH3)3), 1.60-2.00 (8H, m, 4×CH2), 4.15 (1H, m, CH), 5.05 (1H, d, NH, J=7.6 Hz), 5.25 (1H, m, CH). The reactants are C(C)(C)(C)OC(=O)N(C)[C@@H](C(=O)O)CC1=C(C=CC=C1)F ((2R)-2-(N-tert-Butoxycarbonyl-N-methylamino)-3-(2-fluorophenyl)propionic acid), CCCCC(C(CC[C@H]1[C@@H](CC(=O)[C@@H]1CCCCCCC(=O)O)O)O)(F)F.C1CCC(CC1)NC2CCCCC2 (dicyclohexylammonium salt), CN (Methylamine), C(C)(C)N(CC)C(C)C (diisopropylethylamine), O.ON1N=NC2=C1C=CC=C2 (1-Hydroxybenzotriazole hydrate), Cl.CN(CCCN=C=NCC)C (N-(3-dimethylaminopropyl)-N'-ethylcarbodiimide hydrochloride). The solvent is C(Cl)Cl (methylene chloride). Reaction conditions: time 15 minute. Product: C(C)(C)(C)OC(NC)=O (N-methylcarbamic acid tert-butyl ester). RXN SMILES: [C:1]([O:5][C:6]([N:8]([C@H](CC1C=CC=CC=1F)C(O)=O)[CH3:9])=[O:7])([CH3:4])([CH3:3])[CH3:2].CCCCC(F)(F)C(O)CC[C@@H]1[C@@H](CCCCCCC(O)=O)C(=O)C[C@H]1O.C1CCC(NC2CCCCC2)CC1.O.ON1C2C=CC=CC=2N=N1.Cl.CN(C)CCCN=C=NCC.CN.C(N(C(C)C)CC)(C)C>C(Cl)Cl>[C:1]([O:5][C:6](=[O:7])[NH:8][CH3:9])([CH3:4])([CH3:3])[CH3:2] |f:1.2,3.4,5.6|. Procedure details: (2R)-2-(N-tert-Butoxycarbonyl-N-methylamino)-3-(2-fluorophenyl)propionic acid as a dicyclohexylammonium salt (5.57 g; 18.73 mmol) was dissolved in methylene chloride (30 mL) and washed with an aqueous solution of sodium hydrogen sulfate (10%; 30 mL). The organic phase was dried (magnesium sulfate) and filtered. 1-Hydroxybenzotriazole hydrate (2.53 g; 18.73 mmol) and N-(3-dimethylaminopropyl)-N'-ethylcarbodiimide hydrochloride (3.75 g; 19.6 mmol) were added to the filtrate and the mixture was sti... The reactants are BrC=1C(=C2C=CC=NC2=CC1)F (6-bromo-5-fluoro-quinoline), C(C)(=O)[O-].[Br-].C(C)(C)(C)[Zn+2] (tert-butylzincbromide acetate). Reagents/catalysts: C=1C=CC(=CC1)[P](C=2C=CC=CC2)(C=3C=CC=CC3)[Pd]([P](C=4C=CC=CC4)(C=5C=CC=CC5)C=6C=CC=CC6)([P](C=7C=CC=CC7)(C=8C=CC=CC8)C=9C=CC=CC9)[P](C=1C=CC=CC1)(C=1C=CC=CC1)C=1C=CC=CC1 (Pd(PPh3)4). Run in O1CCCC1 (tetrahydrofuran). Conditions: temperature 120 celsius. Product: C(C)(C)(C)OC(CC=1C(=C2C=CC=NC2=CC1)F)=O ((5-Fluoro-quinolin-6-yl)-acetic acid tert-butyl ester). Isolated yield 70.6%. As a reaction SMILES: Br[C:2]1[C:3]([F:12])=[C:4]2[C:9](=[CH:10][CH:11]=1)[N:8]=[CH:7][CH:6]=[CH:5]2.[C:13]([O-:16])(=[O:15])[CH3:14].[Br-].[C:18]([Zn+2])([CH3:21])([CH3:20])[CH3:19]>O1CCCC1.C1C=CC([P]([Pd]([P](C2C=CC=CC=2)(C2C=CC=CC=2)C2C=CC=CC=2)([P](C2C=CC=CC=2)(C2C=CC=CC=2)C2C=CC=CC=2)[P](C2C=CC=CC=2)(C2C=CC=CC=2)C2C=CC=CC=2)(C2C=CC=CC=2)C2C=CC=CC=2)=CC=1>[C:18]([O:15][C:13](=[O:16])[CH2:14][C:2]1[C:3]([F:12])=[C:4]2[C:9](=[CH:10][CH:11]=1)[N:8]=[CH:7][CH:6]=[CH:5]2)([CH3:21])([CH3:20])[CH3:19] |f:1.2.3,^1:31,33,52,71|. Procedure details: To a solution of 6-bromo-5-fluoro-quinoline (1.0 g, 4.5 mmol) in tetrahydrofuran (1 mL) was added a solution of tert-butylzincbromide acetate (9 mmol, 20 mL, 10.4 M in tetrahydrofuran) followed by Pd(PPh3)4 (0.52 g, 0.45 mmol). The mixture was heated in a microwave reactor for 30 min at 120° C. The reaction mixture was quenched with a saturated ammonium chloride (60 mL), and extracted with ethyl acetate. The organic layer was dried over anhydrous Na2SO4, filtered and concentrated. The residue wa...